Dataset: the Open Reaction Database (ORD), a public repository of structured organic reaction records. Task: describe an organic reaction: reactants, conditions, products, and yield Starting materials: ClC1=NC=NC(=C1CC(OCC)OCC)Cl (4,6-dichloro-5-(2,2-diethoxyethyl)pyrimidine), C1(=CC=CC=C1)B(O)O (phenyl boronic acid), C([O-])([O-])=O.[K+].[K+] (potassium carbonate). Solvent: C1(=CC=CC=C1)C (toluene), O (water). Reaction conditions: temperature 100 celsius. Yields the product ClC1=NC=NC(=C1CC(OCC)OCC)C1=CC=CC=C1 (4-chloro-5-(2,2-diethoxyethyl)-6-phenylpyrimidine). Isolated yield 63.6%. RXN SMILES: Cl[C:2]1[C:7]([CH2:8][CH:9]([O:13][CH2:14][CH3:15])[O:10][CH2:11][CH3:12])=[C:6]([Cl:16])[N:5]=[CH:4][N:3]=1.[C:17]1(B(O)O)[CH:22]=[CH:21][CH:20]=[CH:19][CH:18]=1.C(=O)([O-])[O-].[K+].[K+]>C1(C)C=CC=CC=1.O>[Cl:16][C:6]1[C:7]([CH2:8][CH:9]([O:13][CH2:14][CH3:15])[O:10][CH2:11][CH3:12])=[C:2]([C:17]2[CH:22]=[CH:21][CH:20]=[CH:19][CH:18]=2)[N:3]=[CH:4][N:5]=1 |f:2.3.4|. Procedure details: The 4,6-dichloro-5-(2,2-diethoxyethyl)pyrimidine (1.1 g), phenyl boronic acid (500 mg) and potassium carbonate (556 mg) were dissolved in toluene (15 mL) and water (1.5 mL). The reaction mixture was degassed with nitrogen for 30 minute and then Pd(PPh3)4 (230 mg) was added. The reaction mixture was again degassed with nitrogen for 20 minutes before heated to 100° C. for 3 hours in a sealed tube. The reaction mixture was filtered through a celite pad and washed with ethyl acetate (2×20 mL). The c... Starting materials: CCCCCCCCC=CCCCCCCCCOc1ccc(-c2ccc(C(=O)OC)cc2)cc1, Cl, [Li+], [OH-], O, O. Yields the product CCCCCCCCC=CCCCCCCCCOc1ccc(-c2ccc(C(=O)O)cc2)cc1. Reaction SMILES: [CH3:1][O:2][C:3](=[O:4])[c:5]1[cH:6][cH:7][c:8](-[c:11]2[cH:12][cH:13][c:14]([O:17][CH2:18][CH2:19][CH2:20][CH2:21][CH2:22][CH2:23][CH2:24][CH2:25][CH:26]=[CH:27][CH2:28][CH2:29][CH2:30][CH2:31][CH2:32][CH2:33][CH2:34][CH3:35])[cH:15][cH:16]2)[cH:9][cH:10]1.[ClH:39].[Li+:38].[OH-:37].[OH2:36].[OH2:40]>>[O:2]=[C:3]([OH:4])[c:5]1[cH:6][cH:7][c:8](-[c:11]2[cH:12][cH:13][c:14]([O:17][CH2:18][CH2:19][CH2:20][CH2:21][CH2:22][CH2:23][CH2:24][CH2:25][CH:26]=[CH:27][CH2:28][CH2:29][CH2:30][CH2:31][CH2:32][CH2:33][CH2:34][CH3:35])[cH:15][cH:16]2)[cH:9][cH:10]1. Starting materials: CS(C)=O, [Cl-], O=[N+]([O-])c1ccc(F)cc1, [K+], [Na+], [OH-], O, Sc1ncccn1. The product is O=[N+]([O-])c1ccc(Sc2ncccn2)cc1. Reaction SMILES: [CH3:23][S:24]([CH3:25])=[O:26].[Cl-:21].[F:8][c:9]1[cH:10][cH:11][c:12]([N+:15](=[O:16])[O-:17])[cH:13][cH:14]1.[K+:19].[Na+:20].[OH-:18].[OH2:22].[SH:1][c:2]1[n:3][cH:4][cH:5][cH:6][n:7]1>>[S:1]([c:2]1[n:3][cH:4][cH:5][cH:6][n:7]1)[c:9]1[cH:10][cH:11][c:12]([N+:15](=[O:16])[O-:17])[cH:13][cH:14]1. Reactants: NO (hydroxylamine), [H-].[Na+] (sodium hydride), ClC=1C=CC2=C(C(=NCC=3N2C(=NN3)CCl)C3=C(C=CC=C3)Cl)C1 (8-chloro-1-(chloromethyl)-6-(o-chlorophenyl)-4H-s-triazolo[4,3-a][1,4]benzodiazepine). The solvent is CN(C=O)C (dimethylformamide). Product: ClC=1C=CC2=C(C(=NCC=3N2C(=NN3)CNO)C3=C(C=CC=C3)Cl)C1 (8-chloro-1-[(hydroxyamino)methyl]-6-(o-chlorophenyl)-4H-s-triazolo[4,3-a][1,4]benzodiazepine). As a reaction SMILES: [Cl:1][C:2]1[CH:3]=[CH:4][C:5]2[N:11]3[C:12]([CH2:15]Cl)=[N:13][N:14]=[C:10]3[CH2:9][N:8]=[C:7]([C:17]3[CH:22]=[CH:21][CH:20]=[CH:19][C:18]=3[Cl:23])[C:6]=2[CH:24]=1.[NH2:25][OH:26].[H-].[Na+]>CN(C)C=O>[Cl:1][C:2]1[CH:3]=[CH:4][C:5]2[N:11]3[C:12]([CH2:15][NH:25][OH:26])=[N:13][N:14]=[C:10]3[CH2:9][N:8]=[C:7]([C:17]3[CH:22]=[CH:21][CH:20]=[CH:19][C:18]=3[Cl:23])[C:6]=2[CH:24]=1 |f:2.3|. Procedure details: In the manner given in Example 15, 8-chloro-1-(chloromethyl)-6-(o-chlorophenyl)-4H-s-triazolo[4,3-a][1,4]benzodiazepine is treated with a cold mixture of hydroxylamine and sodium hydride in dimethylformamide to give 8-chloro-1-[(hydroxyamino)methyl]-6-(o-chlorophenyl)-4H-s-triazolo[4,3-a][1,4]benzodiazepine. Starting materials: CCC1=C(C2=CC3=C(C(=C(N3)C=C4N=C(C5=C6NC(=CC1=N2)C(=C6C(=O)C5C(=O)OC)C)C(C4C)CCC(=O)OC)C)C=C)C (Methyl pheophorbide-a), N1=C(C=C(C=C1C)C)C (2,4,6-collidine). The solvent is CCCCCC.CC(=O)C (hexane acetone). Run at time 20 minute. The product is CCC1=C(C2=CC3=C(C(=C(N3)C=C4N=C(C5=C6NC(=CC1=N2)C(=C6C(=O)C5)C)[C@H]([C@@H]4C)CCC(=O)OC)C)C=C)C (methyl pyropheophorbide-a). Yield: 75.0%. As a reaction SMILES: [CH3:1][CH2:2][C:3]1[C:21]2=[N:22][C:5](=[CH:6][C:7]3[NH:11][C:10]([CH:12]=[C:13]4[CH:34]([CH3:35])[CH:33]([CH2:36][CH2:37][C:38]([O:40][CH3:41])=[O:39])[C:15]([C:16]5[CH:27](C(OC)=O)[C:25](=[O:26])[C:24]6[C:17]=5[NH:18][C:19]([C:23]=6[CH3:32])=[CH:20]2)=[N:14]4)=[C:9]([CH3:42])[C:8]=3[CH:43]=[CH2:44])[C:4]=1[CH3:45].N1C(C)=CC(C)=CC=1C>CCCCCC.CC(C)=O>[CH3:1][CH2:2][C:3]1[C:21]2=[N:22][C:5](=[CH:6][C:7]3[NH:11][C:10]([CH:12]=[C:13]4[C@@H:34]([CH3:35])[C@H:33]([CH2:36][CH2:37][C:38]([O:40][CH3:41])=[O:39])[C:15]([C:16]5[CH2:27][C:25](=[O:26])[C:24]6[C:17]=5[NH:18][C:19]([C:23]=6[CH3:32])=[CH:20]2)=[N:14]4)=[C:9]([CH3:42])[C:8]=3[CH:43]=[CH2:44])[C:4]=1[CH3:45] |f:2.3|. Reported procedure: Methyl pheophorbide-a (100 mg, 0.17 mmol) was added to 2,4,6-collidine (25 mL, distilled) and the mixture was refluxed under argon with stirring. The reaction was monitored by HPLC (hexane-acetone, 90:10-mobile phase, LiChrospherCN-column, detection at 425 and 410 nm). After 20 min, the reaction was shown to have reached 100% completion by HPLC peak area. The solution was cooled to room temperature and solvent removed under reduced pressure. Hexane (10 mL) was added to the flask and the precipit...